Dataset: the Open Reaction Database (ORD), a public repository of structured organic reaction records. Task: describe an organic reaction: reactants, conditions, products, and yield The reactants are CCCC=C1CCNCC1, O=C1COc2ccccc2N1CCCCl, [I-], [K+], [K+], [Na+], O=C([O-])[O-]. The product is CCCC=C1CCN(CCCN2C(=O)COc3ccccc32)CC1. Reaction SMILES: [CH:24]([CH2:25][CH2:26][CH3:27])=[C:28]1[CH2:29][CH2:30][NH:31][CH2:32][CH2:33]1.[Cl:1][CH2:2][CH2:3][CH2:4][N:5]1[C:6](=[O:15])[CH2:7][O:8][c:9]2[c:10]1[cH:11][cH:12][cH:13][cH:14]2.[I-:22].[K+:16].[K+:17].[Na+:23].[O-:18][C:19]([O-:20])=[O:21]>>[CH2:2]([CH2:3][CH2:4][N:5]1[C:6](=[O:15])[CH2:7][O:8][c:9]2[c:10]1[cH:11][cH:12][cH:13][cH:14]2)[N:31]1[CH2:30][CH2:29][C:28](=[CH:24][CH2:25][CH2:26][CH3:27])[CH2:33][CH2:32]1. Starting materials: ClC=1N(C(C2=C(N1)N(N=C2)C2=CC=CC=C2)=O)C2=CC=C(C=C2)Cl (6-chloro-5-(4-chloro-phenyl)-1-phenyl-1,5-dihydro-pyrazolo[3,4-d]pyrimidin-4-one), C1(=CC=CC=C1)N1CCNCC1 (1-phenylpiperazine), TEA. The solvent is C(Cl)Cl (DCM). Run at time 8 hour. Yields the product ClC1=CC=C(C=C1)N1C(=NC2=C(C1=O)C=NN2C2=CC=CC=C2)N2CCN(CC2)C2=CC=CC=C2 (5-(4-chloro-phenyl)-1-phenyl-6-(4-phenyl-piperazin-1-yl)-1,5-dihydro-pyrazolo[3,4-d]pyrimidin-4-one). As a reaction SMILES: Cl[C:2]1[N:3]([C:18]2[CH:23]=[CH:22][C:21]([Cl:24])=[CH:20][CH:19]=2)[C:4](=[O:17])[C:5]2[CH:10]=[N:9][N:8]([C:11]3[CH:16]=[CH:15][CH:14]=[CH:13][CH:12]=3)[C:6]=2[N:7]=1.[C:25]1([N:31]2[CH2:36][CH2:35][NH:34][CH2:33][CH2:32]2)[CH:30]=[CH:29][CH:28]=[CH:27][CH:26]=1>C(Cl)Cl>[Cl:24][C:21]1[CH:22]=[CH:23][C:18]([N:3]2[C:4](=[O:17])[C:5]3[CH:10]=[N:9][N:8]([C:11]4[CH:16]=[CH:15][CH:14]=[CH:13][CH:12]=4)[C:6]=3[N:7]=[C:2]2[N:34]2[CH2:35][CH2:36][N:31]([C:25]3[CH:30]=[CH:29][CH:28]=[CH:27][CH:26]=3)[CH2:32][CH2:33]2)=[CH:19][CH:20]=1. Procedure details: To a solution of crude 6-chloro-5-(4-chloro-phenyl)-1-phenyl-1,5-dihydro-pyrazolo[3,4-d]pyrimidin-4-one from step C (20.0 mg, 0.056 mmol) in DCM (1.0 mL) are added 1-phenylpiperazine (17.1 μL, 0.112 mmol) and TEA (15.6 μL, 0.112 mmol). The mixture is stirred at room temperature overnight. After removal of the solvent, the residue is purified by preparative LCMS to provide the title compound; 1H NMR (CDCl3, 400 MHz) δ 8.18 (s, 1H), 8.11 (d, 2H), 7.52 (m, 4H), 7.38-7.29 (m, 5H), 7.00 (m, 3H), 3.44...